This data is from the Open Reaction Database (ORD), a public repository of structured organic reaction records. The task is: describe an organic reaction: reactants, conditions, products, and yield Reactants: CCOC(=O)C=Cc1cccc2c1N(C)C(=O)C2(C)C, CO, Cl, [Na+], [OH-]. Product: CN1C(=O)C(C)(C)c2cccc(C=CC(=O)O)c21. As a reaction SMILES: [CH3:1][N:2]1[C:3](=[O:20])[C:4]([CH3:18])([CH3:19])[c:5]2[cH:6][cH:7][cH:8][c:9]([CH:11]=[CH:12][C:13](=[O:14])[O:15][CH2:16][CH3:17])[c:10]21.[CH3:24][OH:25].[ClH:23].[Na+:22].[OH-:21]>>[CH3:1][N:2]1[C:3](=[O:20])[C:4]([CH3:18])([CH3:19])[c:5]2[cH:6][cH:7][cH:8][c:9]([CH:11]=[CH:12][C:13](=[O:14])[OH:15])[c:10]21.